This data is from the Open Reaction Database (ORD), a public repository of structured organic reaction records. The task is: describe an organic reaction: reactants, conditions, products, and yield Reactants: O=C([O-])[O-], CN(C)C=O, Clc1ccc(OCc2nc3c(OCC4CCCCC4)cccc3n2CCCC2CCNCC2)cc1, O=C(O)C(F)(F)F, [K+], [K+], BrCCCc1ccccc1. Yields the product Clc1ccc(OCc2nc3c(OCC4CCCCC4)cccc3n2CCCC2CCN(CCCc3ccccc3)CC2)cc1. As a reaction SMILES: [C:43](=[O:44])([O-:45])[O-:46].[CH3:59][N:60]([CH3:61])[CH:62]=[O:63].[CH:8]1([CH2:14][O:15][c:16]2[cH:17][cH:18][cH:19][c:20]3[n:21]([CH2:34][CH2:35][CH2:36][CH:37]4[CH2:38][CH2:39][NH:40][CH2:41][CH2:42]4)[c:22]([CH2:25][O:26][c:27]4[cH:28][cH:29][c:30]([Cl:33])[cH:31][cH:32]4)[n:23][c:24]23)[CH2:9][CH2:10][CH2:11][CH2:12][CH2:13]1.[F:1][C:2]([F:3])([F:4])[C:5]([OH:6])=[O:7].[K+:47].[K+:48].[c:49]1([CH2:55][CH2:56][CH2:57][Br:58])[cH:50][cH:51][cH:52][cH:53][cH:54]1>>[CH:8]1([CH2:14][O:15][c:16]2[cH:17][cH:18][cH:19][c:20]3[n:21]([CH2:34][CH2:35][CH2:36][CH:37]4[CH2:38][CH2:39][N:40]([CH2:57][CH2:56][CH2:55][c:49]5[cH:50][cH:51][cH:52][cH:53][cH:54]5)[CH2:41][CH2:42]4)[c:22]([CH2:25][O:26][c:27]4[cH:28][cH:29][c:30]([Cl:33])[cH:31][cH:32]4)[n:23][c:24]23)[CH2:9][CH2:10][CH2:11][CH2:12][CH2:13]1. The reactants are CN1C=CC2=CC=CC=C12 (1-methylindole), [Cl-].ClC1=C(C=[N+](C)C)C=CC=C1Cl ((2,3-dichloro-benzylidene)-dimethyl-ammonium chloride), ClC1=C(C=O)C=CC=C1Cl (2,3-dichloro-benzaldehyde), CNC (dimethylamine). Yields the product ClC1=C(C=CC=C1Cl)C(C1=CN(C2=CC=CC=C12)C)N(C)C ([(2,3-Dichloro-phenyl)-(1-methyl-1H-indol-3-yl)-methyl]-dimethyl-amine). As a reaction SMILES: [CH3:1][N:2]1[C:10]2[C:5](=[CH:6][CH:7]=[CH:8][CH:9]=2)[CH:4]=[CH:3]1.[Cl-].[Cl:12][C:13]1[C:22]([Cl:23])=[CH:21][CH:20]=[CH:19][C:14]=1[CH:15]=[N+:16]([CH3:18])[CH3:17].ClC1C(Cl)=CC=CC=1C=O.CNC>>[Cl:12][C:13]1[C:22]([Cl:23])=[CH:21][CH:20]=[CH:19][C:14]=1[CH:15]([N:16]([CH3:18])[CH3:17])[C:4]1[C:5]2[C:10](=[CH:9][CH:8]=[CH:7][CH:6]=2)[N:2]([CH3:1])[CH:3]=1 |f:1.2|. Procedure details: The preparation was carried out in accordance with general synthesis instructions 4 from 1-methylindole and (2,3-dichloro-benzylidene)-dimethyl-ammonium chloride, which had been prepared in accordance with example 24 from 2,3-dichloro-benzaldehyde and dimethylamine. Starting materials: N#Cc1cc(C(=O)O)cc([N+](=O)[O-])c1, O=C([O-])O, Cc1cc(C(F)(C(F)(F)F)C(F)(F)F)cc(C)c1N, CN(C)C=O, O=C(Cl)C(=O)Cl, ClCCl, O=C(Cl)c1cc([N+](=O)[O-])ccc1F, [Na+], C1CCOC1, c1ccncc1. The product is Cc1cc(C(F)(C(F)(F)F)C(F)(F)F)cc(C)c1NC(=O)c1cc(C#N)cc([N+](=O)[O-])c1. As a reaction SMILES: [C:1](#[N:2])[c:3]1[cH:4][c:5]([C:6](=[O:7])[OH:8])[cH:9][c:10]([N+:12](=[O:13])[O-:14])[cH:11]1.[C:59](=[O:60])([O-:61])[OH:62].[CH3:21][c:22]1[c:23]([NH2:24])[c:25]([CH3:39])[cH:26][c:27]([C:29]([C:30]([F:31])([F:32])[F:33])([C:34]([F:35])([F:36])[F:37])[F:38])[cH:28]1.[CH3:72][N:73]([CH3:74])[CH:75]=[O:76].[Cl:15][C:16]([C:17]([Cl:18])=[O:19])=[O:20].[Cl:64][CH2:65][Cl:66].[F:46][c:47]1[cH:48][cH:49][c:50]([N+:51]([O-:52])=[O:53])[cH:54][c:55]1[C:56]([Cl:57])=[O:58].[Na+:63].[O:67]1[CH2:68][CH2:69][CH2:70][CH2:71]1.[cH:40]1[cH:41][cH:42][n:43][cH:44][cH:45]1>>[C:1](#[N:2])[c:3]1[cH:4][c:5]([C:6](=[O:8])[NH:24][c:23]2[c:22]([CH3:21])[cH:28][c:27]([C:29]([C:30]([F:31])([F:32])[F:33])([C:34]([F:35])([F:36])[F:37])[F:38])[cH:26][c:25]2[CH3:39])[cH:9][c:10]([N+:12](=[O:13])[O-:14])[cH:11]1.